From a dataset of the Open Reaction Database (ORD), a public repository of structured organic reaction records. describe an organic reaction: reactants, conditions, products, and yield The reactants are COC1=C(C(=O)O)C=CC(=C1)S(=O)(=O)Cl (2-methoxy-4-chlorosulfonyl-benzoic acid), NC1=CC(=C(C(=O)O)C=C1)OC (4-amino-2-methoxy-benzoic acid), diazonium, NC1=NC=CC=C1N (2,3-diaminopyridine). Run in P(=O)(Cl)(Cl)Cl (phosphorus oxychloride). Run at temperature 80 celsius. Product: Cl.COC1=C(C=CC(=C1)S(=O)(=O)Cl)C1=NC=2C(=CC=NC2)N1 (2-(2'-Methoxy-4'-chlorosulfonyl-phenyl)-imidazo[4,5-d]pyridine hydrochloride). As a reaction SMILES: [CH3:1][O:2][C:3]1[CH:11]=[C:10]([S:12]([Cl:15])(=[O:14])=[O:13])[CH:9]=[CH:8][C:4]=1[C:5](O)=O.[NH2:16]C1C=CC(C(O)=O)=C(OC)C=1.N[C:29]1[C:34]([NH2:35])=[CH:33][CH:32]=[CH:31][N:30]=1>P(Cl)(Cl)(Cl)=O>[ClH:15].[CH3:1][O:2][C:3]1[CH:11]=[C:10]([S:12]([Cl:15])(=[O:14])=[O:13])[CH:9]=[CH:8][C:4]=1[C:5]1[NH:16][C:33]2=[CH:32][CH:31]=[N:30][CH:29]=[C:34]2[N:35]=1 |f:4.5|. Reported procedure: Five grams of 2-methoxy-4-chlorosulfonyl-benzoic acid (prepared from 4-amino-2-methoxy-benzoic acid via the corresponding diazonium compound) were dissolved in 400 ml of phosphorus oxychloride and heated to 80° C. for 30 minutes. Then, 3.6 gm of 2,3-diaminopyridine were added, and the mixture was refluxed for four hours. The reaction mixture was concentrated by evaporation in vacuo and re-evaporated with toluene, and the solid residue was processed further without any other purification. Reactants: C(C)OC(CC1=NC(=CC=C1)Br)=O ((6-bromo-pyridin-2-yl)-acetic acid ethyl ester), COC1=CC=C(CS)C=C1 (4-methoxybenzyl mercaptan). The product is C(C)OC(CC1=NC(=CC=C1)SCC1=CC=C(C=C1)OC)=O ([6-(4-Methoxy-benzylsulfanyl)-pyridin-2-yl]-acetic acid ethyl ester). As a reaction SMILES: [CH2:1]([O:3][C:4](=[O:13])[CH2:5][C:6]1[CH:11]=[CH:10][CH:9]=[C:8](Br)[N:7]=1)[CH3:2].[CH3:14][O:15][C:16]1[CH:23]=[CH:22][C:19]([CH2:20][SH:21])=[CH:18][CH:17]=1>>[CH2:1]([O:3][C:4](=[O:13])[CH2:5][C:6]1[CH:11]=[CH:10][CH:9]=[C:8]([S:21][CH2:20][C:19]2[CH:22]=[CH:23][C:16]([O:15][CH3:14])=[CH:17][CH:18]=2)[N:7]=1)[CH3:2]. Procedure: Prepared according to the procedure described in Example 16, Step 2, using the following starting materials: (6-bromo-pyridin-2-yl)-acetic acid ethyl ester and 4-methoxybenzyl mercaptan.